From a dataset of the Open Reaction Database (ORD), a public repository of structured organic reaction records. describe an organic reaction: reactants, conditions, products, and yield The reactants are Cc1ccccc1, O=C(CCc1ccc(S(=O)(=O)N2CCC(O)CC2)cc1)c1ccc(Cl)cc1Nc1ccccc1, CC(=O)C(=O)Cl. The product is CC(=O)C(=O)N(c1ccccc1)c1cc(Cl)ccc1C(=O)CCc1ccc(S(=O)(=O)N2CCC(O)CC2)cc1. As a reaction SMILES: [CH3:41][c:42]1[cH:43][cH:44][cH:45][cH:46][cH:47]1.[Cl:1][c:2]1[cH:3][c:4]([NH:28][c:29]2[cH:30][cH:31][cH:32][cH:33][cH:34]2)[c:5]([C:8]([CH2:9][CH2:10][c:11]2[cH:12][cH:13][c:14]([S:17](=[O:18])(=[O:19])[N:20]3[CH2:21][CH2:22][CH:23]([OH:26])[CH2:24][CH2:25]3)[cH:15][cH:16]2)=[O:27])[cH:6][cH:7]1.[O:35]=[C:36]([C:37](=[O:38])[Cl:39])[CH3:40]>>[Cl:1][c:2]1[cH:3][c:4]([N:28]([c:29]2[cH:30][cH:31][cH:32][cH:33][cH:34]2)[C:37]([C:36](=[O:35])[CH3:40])=[O:38])[c:5]([C:8]([CH2:9][CH2:10][c:11]2[cH:12][cH:13][c:14]([S:17](=[O:18])(=[O:19])[N:20]3[CH2:21][CH2:22][CH:23]([OH:26])[CH2:24][CH2:25]3)[cH:15][cH:16]2)=[O:27])[cH:6][cH:7]1. Reactants: CC(C)(C)[Si](C)(C)n1ccc2cc(C#N)ccc21, CCCC[N+](CCCC)(CCCC)CCCC, CC1(C)CC(Nc2nccc(Cl)n2)CC(C)(C)N1, [F-]. Yields the product CC1(C)CC(Nc2nccc(-n3ccc4cc(C#N)ccc43)n2)CC(C)(C)N1. RXN SMILES: [C:1]([Si:2]([CH3:3])([CH3:4])[n:6]1[cH:7][cH:8][c:9]2[cH:10][c:11]([C:15]#[N:16])[cH:12][cH:13][c:14]12)([CH3:5])([CH3:17])[CH3:18].[CH2:38]([N+:39]([CH2:40][CH2:41][CH2:42][CH3:43])([CH2:44][CH2:45][CH2:46][CH3:47])[CH2:48][CH2:49][CH2:50][CH3:51])[CH2:52][CH2:53][CH3:54].[Cl:19][c:20]1[n:21][c:22]([NH:26][CH:27]2[CH2:28][C:29]([CH3:35])([CH3:36])[NH:30][C:31]([CH3:33])([CH3:34])[CH2:32]2)[n:23][cH:24][cH:25]1.[F-:37]>>[n:6]1(-[c:20]2[n:21][c:22]([NH:26][CH:27]3[CH2:28][C:29]([CH3:35])([CH3:36])[NH:30][C:31]([CH3:33])([CH3:34])[CH2:32]3)[n:23][cH:24][cH:25]2)[cH:7][cH:8][c:9]2[cH:10][c:11]([C:15]#[N:16])[cH:12][cH:13][c:14]12. Reactants: O=C([O-])C(=O)[O-], [BH3-]C#N, C=O, CO, COc1cc2c(cc1C)CCNC2C1(c2ccccc2Cl)CCC1, [Na+]. The product is COc1cc2c(cc1C)CCN(C)C2C1(c2ccccc2Cl)CCC1. Reaction SMILES: [C:1]([O-:2])(=[O:3])[C:4]([O-:5])=[O:6].[C:33]([BH3-:34])#[N:35].[CH2:31]=[O:32].[CH3:37][OH:38].[Cl:7][c:8]1[c:9]([C:14]2([CH:18]3[NH:19][CH2:20][CH2:21][c:22]4[cH:23][c:24]([CH3:30])[c:25]([O:28][CH3:29])[cH:26][c:27]43)[CH2:15][CH2:16][CH2:17]2)[cH:10][cH:11][cH:12][cH:13]1.[Na+:36]>>[CH3:1][N:19]1[CH:18]([C:14]2([c:9]3[c:8]([Cl:7])[cH:13][cH:12][cH:11][cH:10]3)[CH2:15][CH2:16][CH2:17]2)[c:27]2[c:22]([cH:23][c:24]([CH3:30])[c:25]([O:28][CH3:29])[cH:26]2)[CH2:21][CH2:20]1. Reactants: CCCC1C(=O)CCC1=O, C=CC(=O)CCCc1cccc(OC)c1, [K+], [OH-]. Product: CCCC1(CCC(=O)CCCc2cccc(OC)c2)C(=O)CCC1=O. As a reaction SMILES: [CH2:1]([CH2:2][CH3:3])[CH:4]1[C:5](=[O:10])[CH2:6][CH2:7][C:8]1=[O:9].[CH3:11][O:12][c:13]1[cH:14][c:15]([CH2:19][CH2:20][CH2:21][C:22]([CH:23]=[CH2:24])=[O:25])[cH:16][cH:17][cH:18]1.[K+:27].[OH-:26]>>[CH2:1]([CH2:2][CH3:3])[C:4]1([CH2:24][CH2:23][C:22]([CH2:21][CH2:20][CH2:19][c:15]2[cH:14][c:13]([O:12][CH3:11])[cH:18][cH:17][cH:16]2)=[O:25])[C:5](=[O:10])[CH2:6][CH2:7][C:8]1=[O:9]. The reactants are [BH4-].[Na+] (sodium borohydride), stannous chloride dihydrate, ClC=1C=C(OCC2CN(C(O2)=O)C(COC2=CC=C(C=C2)[N+](=O)[O-])(C)C)C=CC1 (5-(3-chlorophenoxymethyl)-3-[2-(4-nitrophenoxy)-1,1-dimethylethyl]oxazolidin-2-one), C(C)(=O)OCC (ethyl acetate). Solvent: C(C)(C)(C)O (t-butanol). Conditions: time 6 hour. Yields the product NC1=CC=C(OCC(C)(C)N2C(OC(C2)COC2=CC(=CC=C2)Cl)=O)C=C1 (3-[2-(4-Aminophenoxy)-1,1-dimethylethyl]-5-(3-chlorophenoxymethyl)oxazolidin-2-one). The yield is 90.2%. Reaction SMILES: [Cl:1][C:2]1[CH:3]=[C:4]([CH:27]=[CH:28][CH:29]=1)[O:5][CH2:6][CH:7]1[O:11][C:10](=[O:12])[N:9]([C:13]([CH3:26])([CH3:25])[CH2:14][O:15][C:16]2[CH:21]=[CH:20][C:19]([N+:22]([O-])=O)=[CH:18][CH:17]=2)[CH2:8]1.C(OCC)(=O)C.[BH4-].[Na+]>C(O)(C)(C)C>[NH2:22][C:19]1[CH:20]=[CH:21][C:16]([O:15][CH2:14][C:13]([N:9]2[CH2:8][CH:7]([CH2:6][O:5][C:4]3[CH:27]=[CH:28][CH:29]=[C:2]([Cl:1])[CH:3]=3)[O:11][C:10]2=[O:12])([CH3:25])[CH3:26])=[CH:17][CH:18]=1 |f:2.3|. Procedure details: 6.32 g of stannous chloride dihydrate were added to a solution of 2.34 g of 5-(3-chlorophenoxymethyl)-3-[2-(4-nitrophenoxy)-1,1-dimethylethyl]oxazolidin-2-one (prepared as described in Preparation 108) in 70 ml of a 9:1 by volume mixture of ethyl acetate and t-butanol. 0.11 g of sodium borohydride was then added to the mixture over an oil bath at 66° C. The mixture was stirred at the same temperature for 6 hours. At the end of this time, the solvent was removed from the reaction mixture by evapo... Yield: 81.0%. As a reaction SMILES: [CH3:1][O:2][C:3]1[CH:8]=[CH:7][C:6]([C:9]2[CH:10]=[C:11]3[C:16]4=[C:17]([C@@H:19]5[CH2:24][NH:23][CH2:22][CH2:21][C@@H:20]5[N:15]4[CH2:14][CH2:13][CH2:12]3)[CH:18]=2)=[C:5]([C:25]([F:28])([F:27])[F:26])[CH:4]=1.[BH4-].[Na+].[C:31](O)(=O)[CH3:32]>>[CH2:31]([N:23]1[CH2:22][CH2:21][C@@H:20]2[N:15]3[C:16]4[C:11](=[CH:10][C:9]([C:6]5[CH:7]=[CH:8][C:3]([O:2][CH3:1])=[CH:4][C:5]=5[C:25]([F:28])([F:26])[F:27])=[CH:18][C:17]=4[C@@H:19]2[CH2:24]1)[CH2:12][CH2:13][CH2:14]3)[CH3:32] |f:1.2|. The reactants are COC1=CC(=C(C=C1)C=1C=C2CCCN3C2=C(C1)[C@H]1[C@@H]3CCNC1)C(F)(F)F ((7aS,11aR)-2-[4-methoxy-2-(trifluoromethyl)phenyl]-5,6,7a,8,9,10,11,11a-octahydro-4H-pyrido[3′,4′:4,5]pyrrolo[3,2,1-ij]quinoline), [BH4-].[Na+] (NaBH4), C(C)(=O)O (acetic acid). Reported procedure: To a solution of (7aS,11aR)-2-[4-methoxy-2-(trifluoromethyl)phenyl]-5,6,7a,8,9,10,11,11a-octahydro-4H-pyrido[3′,4′:4,5]pyrrolo[3,2,1-ij]quinoline (30 mg, 0.077 mmol) in acetic acid (0.28 mL) was added NaBH4 (30 mg, 0.80 mmol) in 2 portion in 10 min interval at 55° C. The reaction mixture was stirred for 15 h at 55° C. then quenched by addition of H2O. The aqueous solution was basified with 50% NaOH then extracted with CHCl3. The combined organic solution was dried over MgSO4, concentrated in vac... Yields the product C(C)N1C[C@@H]2[C@@H](N3CCCC4=CC(=CC2=C34)C3=C(C=C(C=C3)OC)C(F)(F)F)CC1 ((7aS,11aR)-10-ethyl-2-[4-methoxy-2-(trifluoromethyl)phenyl]-5,6,7a,8,9,10,11,11a-octahydro-4H-pyrido[3′,4′:4,5]pyrrolo[3,2,1-ij]quinoline). Conditions: temperature 55 celsius, time 15 hour.